This data is from the Open Reaction Database (ORD), a public repository of structured organic reaction records. The task is: describe an organic reaction: reactants, conditions, products, and yield Starting materials: C1CO1 (ethylene oxide), C(CCCCCCCCCCCCCCCCC)N1C(NNC1=O)=O (4-stearyl-1,2,4-triazolidine-3,5-dione), C(CCCCCCCCCCCCCCCCC)N1C(NNC1=O)=O (4-stearyl-1,2,4-triazolidine-3,5-dione), C1CO1 (ethylene oxide), CC(=O)C (acetone). Product: OCCN1N(C(N(C1=O)CCCCCCCCCCCCCCCCCC)=O)CCO (1,2-bis-(2-hydroxyethyl)-4-stearyl-1,2,4-triazolidine-3,5-dione). RXN SMILES: [CH2:1]1[O:3][CH2:2]1.[CH2:4]([N:22]1[C:26](=[O:27])[NH:25][NH:24][C:23]1=[O:28])[CH2:5][CH2:6][CH2:7][CH2:8][CH2:9][CH2:10][CH2:11][CH2:12][CH2:13][CH2:14][CH2:15][CH2:16][CH2:17][CH2:18][CH2:19][CH2:20][CH3:21].[CH3:29][C:30](C)=[O:31]>>[OH:31][CH2:30][CH2:29][N:25]1[C:26](=[O:27])[N:22]([CH2:4][CH2:5][CH2:6][CH2:7][CH2:8][CH2:9][CH2:10][CH2:11][CH2:12][CH2:13][CH2:14][CH2:15][CH2:16][CH2:17][CH2:18][CH2:19][CH2:20][CH3:21])[C:23](=[O:28])[N:24]1[CH2:2][CH2:1][OH:3]. Procedure details: 132 g of ethylene oxide are introduced into a melt of 530 g of 4-stearyl-1,2,4-triazolidine-3,5-dione (starting material 3) over a period of 6 hours at 120° C. in such a way that no ethylene oxide escapes. The reaction mixture is cooled and subsequently dissolved in 2.5 liters of acetone. A deposit precipitates on cooling and is isolated by filtration under suction and washed with acetone, giving 575 g of 1,2-bis-(2-hydroxyethyl)-4-stearyl-1,2,4-triazolidine-3,5-dione in the form of colourless c... Starting materials: C1(C=2C(C(=O)O1)=CC=CC2)=O (phthalic anhydride), TEA, C(=O)(OC(C)(C)C)[C@](CN)(C1=CC=CC=C1)N (Boc-(R)-1,2 diamino-1-phenylethane). Run in C(Cl)(Cl)Cl (chloroform). Product: C(CCC)OC(=O)N[C@@H](CN1C(C=2C(C1=O)=CC=CC2)=O)C2=CC=CC=C2 ((R)-N-(2-Butoxycarbonylamino-2-phenylethyl)phthalimide). Reaction SMILES: C([C@@:8]([NH2:17])([C:11]1[CH:16]=[CH:15][CH:14]=[CH:13][CH:12]=1)[CH2:9][NH2:10])(OC(C)(C)C)=O.[C:18]1(=[O:28])[O:23][C:21](=O)[C:20]2=[CH:24][CH:25]=[CH:26][CH:27]=[C:19]12>C(Cl)(Cl)Cl>[CH2:21]([O:23][C:18]([NH:17][C@H:8]([C:11]1[CH:12]=[CH:13][CH:14]=[CH:15][CH:16]=1)[CH2:9][N:10]1[C:18](=[O:28])[C:19]2=[CH:27][CH:26]=[CH:25][CH:24]=[C:20]2[C:21]1=[O:23])=[O:28])[CH2:20][CH2:19][CH3:27]. Procedure details: Boc-(R)-1,2 diamino-1-phenylethane (prepared by the method of O'Brien, P. et al. J. Med. Chem. 37 (1994) 12, 1810-1822) (0.3 g, 1.27 mmol.), phthalic anhydride (0.2 g., 1.4 mmol.) and TEA (0.1 ml) were dissolved in chloroform (20 ml.) and stirred under reflux for 2 days. The reaction mixture was then washed with 10% hydrochloric acid, 2M sodium hydroxide solution and brine, dried over magnesium sulphate, filtered and evaporated to give the product. The above product was further elaborated by Met...